Task: describe an organic reaction: reactants, conditions, products, and yield. Dataset: the Open Reaction Database (ORD), a public repository of structured organic reaction records Reactants: CCOP(=O)(CC#N)OCC, O=C([O-])O, [H-], [Na+], [Na+], C1CCOC1, O=C1CCc2ccncc21. The product is N#CCC1CCc2ccncc21. Reaction SMILES: [C:1](#[N:2])[CH2:3][P:4](=[O:5])([O:6][CH2:7][CH3:8])[O:9][CH2:10][CH3:11].[C:29](=[O:30])([O-:31])[OH:32].[H-:12].[Na+:13].[Na+:33].[O:24]1[CH2:25][CH2:26][CH2:27][CH2:28]1.[cH:14]1[n:15][cH:16][cH:17][c:18]2[c:19]1[C:20](=[O:23])[CH2:21][CH2:22]2>>[C:1](#[N:2])[CH2:3][CH:20]1[c:19]2[cH:14][n:15][cH:16][cH:17][c:18]2[CH2:22][CH2:21]1. The reactants are Cc1ccc(S(=O)(=O)N(CC(C)C)C(CCCCN)C(=O)O)cc1, O=C(Cl)COc1ccccc1. The product is Cc1ccc(S(=O)(=O)N(CC(C)C)C(CCCCNC(=O)COc2ccccc2)C(=O)O)cc1. Reaction SMILES: [CH2:1]([CH:2]([CH3:3])[CH3:4])[N:5]([CH:6]([CH2:7][CH2:8][CH2:9][CH2:10][NH2:11])[C:12](=[O:13])[OH:14])[S:15](=[O:16])(=[O:17])[c:18]1[cH:19][cH:20][c:21]([CH3:24])[cH:22][cH:23]1.[O:25]([c:26]1[cH:27][cH:28][cH:29][cH:30][cH:31]1)[CH2:32][C:33](=[O:34])[Cl:35]>>[CH2:1]([CH:2]([CH3:3])[CH3:4])[N:5]([CH:6]([CH2:7][CH2:8][CH2:9][CH2:10][NH:11][C:33]([CH2:32][O:25][c:26]1[cH:27][cH:28][cH:29][cH:30][cH:31]1)=[O:34])[C:12](=[O:13])[OH:14])[S:15](=[O:16])(=[O:17])[c:18]1[cH:19][cH:20][c:21]([CH3:24])[cH:22][cH:23]1.